This data is from the Open Reaction Database (ORD), a public repository of structured organic reaction records. The task is: describe an organic reaction: reactants, conditions, products, and yield Starting materials: C(C)[C@]1(CC(OCC=2C(N3CC=4C(=NC=5C=C(C=C(C5C4)F)F)C3=CC21)=O)=O)O ((5R)-5-ethyl-9,11-difluoro-5-hydroxy-4,5,13,15-tetrahydro-1H,3H-oxepino[3′,4′:6,7]indolizino[1,2-b]quinoline-3,15-dione), FC(CCC=O)(F)F (4,4,4-trifluorobutyraldehyde). Product: C(C)[C@]1(CC(OCC=2C(N3CC=4C(=NC=5C=C(C=C(C5C4CCC(F)(F)F)F)F)C3=CC21)=O)=O)O ((5R)-5-ethyl-9,11-difluoro-5-hydroxy-12-(3,3,3-trifluoropropyl)-4,5,13,15-tetrahydro-1H,3H-oxepino[3′,4′:6,7]indolizino[1,2-b]quinoline-3,15-dione). Reaction SMILES: [CH2:1]([C@:3]1([OH:29])[C:26]2[CH:25]=[C:24]3[N:10]([CH2:11][C:12]4[C:13]3=[N:14][C:15]3[CH:16]=[C:17]([F:23])[CH:18]=[C:19]([F:22])[C:20]=3[CH:21]=4)[C:9](=[O:27])[C:8]=2[CH2:7][O:6][C:5](=[O:28])[CH2:4]1)[CH3:2].[F:30][C:31]([F:37])([F:36])[CH2:32][CH2:33]C=O>>[CH2:1]([C@:3]1([OH:29])[C:26]2[CH:25]=[C:24]3[N:10]([CH2:11][C:12]4[C:13]3=[N:14][C:15]3[CH:16]=[C:17]([F:23])[CH:18]=[C:19]([F:22])[C:20]=3[C:21]=4[CH2:33][CH2:32][C:31]([F:37])([F:36])[F:30])[C:9](=[O:27])[C:8]=2[CH2:7][O:6][C:5](=[O:28])[CH2:4]1)[CH3:2]. Procedure details: The product of Example 100 is treated with 4,4,4-trifluorobutyraldehyde according to a procedure similar to Stage 95e in order to produce the expected solid.